This data is from the Open Reaction Database (ORD), a public repository of structured organic reaction records. The task is: describe an organic reaction: reactants, conditions, products, and yield Starting materials: FC1=NC=CC(=C1)C1=NN2C(C=CC=C2)=C1C1=NC(=NC=C1)SC (2-(2-fluoro-4-pyridinyl)-3-[2-(methylsulfanyl)-4-pyrimidinyl]pyrazolo[1,5-a]pyridine), ClC=1C=C(C(=O)OO)C=CC1 (3-chloroperoxybenzoic acid). Run in ClCCl (dichloromethane), ClCCl (dichloromethane). Run at time 16 hour. The product is FC1=NC=CC(=C1)C1=NN2C(C=CC=C2)=C1C1=NC(=NC=C1)S(=O)C (2-(2-fluoro-4-pyridinyl)-3-[2-(methylsulfinyl)-4-pyrimidinyl]pyrazolo[1,5-a]pyridine). Yield: 97.1%. RXN SMILES: [F:1][C:2]1[CH:7]=[C:6]([C:8]2[C:16]([C:17]3[CH:22]=[CH:21][N:20]=[C:19]([S:23][CH3:24])[N:18]=3)=[C:11]3[CH:12]=[CH:13][CH:14]=[CH:15][N:10]3[N:9]=2)[CH:5]=[CH:4][N:3]=1.ClC1C=C(C=CC=1)C(OO)=[O:30]>ClCCl>[F:1][C:2]1[CH:7]=[C:6]([C:8]2[C:16]([C:17]3[CH:22]=[CH:21][N:20]=[C:19]([S:23]([CH3:24])=[O:30])[N:18]=3)=[C:11]3[CH:12]=[CH:13][CH:14]=[CH:15][N:10]3[N:9]=2)[CH:5]=[CH:4][N:3]=1. Reported procedure: To a cold (0° C.) solution of 2-(2-fluoro-4-pyridinyl)-3-[2-(methylsulfanyl)-4-pyrimidinyl]pyrazolo[1,5-a]pyridine (1.81 g, 5.36 mmol) in dichloromethane (100 mL) was added 3-chloroperoxybenzoic acid (1.39 g, 70%, 5.63 mmol). The reaction mixture was warmed to room temperature and stirred 16 hours. The reaction mixture was diluted with 100 mL dichloromethane and washed with saturated aqueous sodium bicarbonate solution. The organic layer was concentrated in vacuo to give 1.84 g of 2-(2-fluoro-4-... Starting materials: CNC(CO)C(C)C, ClCCl, Cc1cc(C(=O)Cl)ccc1F, O. Yields the product Cc1cc(C(=O)N(C)C(CO)C(C)C)ccc1F. Reaction SMILES: [CH3:1][CH:2]([CH:3]([CH2:4][OH:5])[NH:6][CH3:7])[CH3:8].[Cl:21][CH2:22][Cl:23].[F:9][c:10]1[c:11]([CH3:19])[cH:12][c:13]([C:14](=[O:15])[Cl:16])[cH:17][cH:18]1.[OH2:20]>>[CH3:1][CH:2]([CH:3]([CH2:4][OH:5])[N:6]([CH3:7])[C:14]([c:13]1[cH:12][c:11]([CH3:19])[c:10]([F:9])[cH:18][cH:17]1)=[O:15])[CH3:8]. As a reaction SMILES: [CH:1]([C:3]1[C:11]2[C:6](=[CH:7][CH:8]=[CH:9][CH:10]=2)[N:5]([CH2:12]O)[CH:4]=1)=[O:2].S(Cl)([Cl:16])=O>ClCCl>[Cl:16][CH2:12][N:5]1[C:6]2[C:11](=[CH:10][CH:9]=[CH:8][CH:7]=2)[C:3]([CH:1]=[O:2])=[CH:4]1. Reaction conditions: time 3 hour. The solvent is ClCCl (dichloromethane). The reactants are C(=O)C1=CN(C2=CC=CC=C12)CO (3-formyl-1H-indole-1-ylmethanol), S(=O)(Cl)Cl (thionyl chloride). Product: ClCN1C=C(C2=CC=CC=C12)C=O (1-(chloromethyl)-3-formyl-1H-indole). Procedure details: 3.08 g of 3-formyl-1H-indole-1-ylmethanol was dissolved to 60 ml of dichloromethane. 2.5 ml of thionyl chloride was added to the solution, followed by stirring at room temperature for 3 hours. The reaction mixture was concentrated under reduced pressure to obtain 3.02 g of 1-(chloromethyl)-3-formyl-1H-indole. The reactants are [Al] (aluminum), C1=CC=C(C=C1)Br (4-bromopolystyrene), C(=O)([O-])[O-].[Na+].[Na+] (Na2CO3), C(C=C)C1=CC(=C(C=C1)C1OCCO1)[SiH](C)C (2-(4-allyldimethylsilylphenyl)-1,3-dioxolane), B1C2CCCC1CCC2 (9-BBN). The reagents and catalysts are C=1C=CC(=CC1)[P](C=2C=CC=CC2)(C=3C=CC=CC3)[Pd]([P](C=4C=CC=CC4)(C=5C=CC=CC5)C=6C=CC=CC6)([P](C=7C=CC=CC7)(C=8C=CC=CC8)C=9C=CC=CC9)[P](C=1C=CC=CC1)(C=1C=CC=CC1)C=1C=CC=CC1 (Pd(PPh3)4), C=1C=CC(=CC1)[P](C=2C=CC=CC2)(C=3C=CC=CC3)[Pd]([P](C=4C=CC=CC4)(C=5C=CC=CC5)C=6C=CC=CC6)([P](C=7C=CC=CC7)(C=8C=CC=CC8)C=9C=CC=CC9)[P](C=1C=CC=CC1)(C=1C=CC=CC1)C=1C=CC=CC1 (Pd(PPh3)4). Run in CN(C)C=O (DMF), C1CCOC1 (THF). Run at time 5 hour. Yields the product BrC1=CC=C(C=O)C=C1 (4-bromobenzaldehyde). Yield: 3.0%. As a reaction SMILES: C([C:4]1[CH:9]=[CH:8][C:7]([CH:10]2[O:14]CCO2)=[C:6]([SiH](C)C)[CH:5]=1)C=C.B1C2CCCC1CCC2.C1C=CC([Br:33])=CC=1.C([O-])([O-])=O.[Na+].[Na+].[Al]>C1COCC1.C1C=CC([P]([Pd]([P](C2C=CC=CC=2)(C2C=CC=CC=2)C2C=CC=CC=2)([P](C2C=CC=CC=2)(C2C=CC=CC=2)C2C=CC=CC=2)[P](C2C=CC=CC=2)(C2C=CC=CC=2)C2C=CC=CC=2)(C2C=CC=CC=2)C2C=CC=CC=2)=CC=1.CN(C=O)C>[Br:33][C:4]1[CH:9]=[CH:8][C:7]([CH:10]=[O:14])=[CH:6][CH:5]=1 |f:3.4.5,^1:49,51,70,89|. Reported procedure: To a solution 2-(4-allyldimethylsilylphenyl)-1,3-dioxolane (3 Scheme 18, 456 mg, 2 mmol) in dry THF (10 mL) under a N2 atmosphere was added 9-BBN (4 mL, 0.5 M solution in THF, 2 mmol) dropwise at 0° C. The mixture was gradually warmed to room temperature and stirred for 5 h. Pd(PPh3)4 (70 mg), 4-bromopolystyrene (500 mg, 1.94 mmol/g), 2 N aqueous Na2CO3 (2 mL, 4 mmol), DMF (5 mL), were added. The reaction flask and reflux condenser were wrapped with aluminum foil, and the mixture was refluxed fo...